This data is from the Open Reaction Database (ORD), a public repository of structured organic reaction records. The task is: describe an organic reaction: reactants, conditions, products, and yield The reactants are C1CCOC1, CCO, O=C(NCCO)C(=Cc1ccc(C2CC2)cc1)NC(=O)c1ccc(OCCC2CC2)cc1. The product is O=C(NC(Cc1ccc(C2CC2)cc1)C(=O)NCCO)c1ccc(OCCC2CC2)cc1. As a reaction SMILES: [CH2:36]1[O:37][CH2:38][CH2:39][CH2:40]1.[CH3:33][CH2:34][OH:35].[CH:1]1([CH2:4][CH2:5][O:6][c:7]2[cH:8][cH:9][c:10]([C:11](=[O:12])[NH:13][C:14](=[CH:15][c:16]3[cH:17][cH:18][c:19]([CH:22]4[CH2:23][CH2:24]4)[cH:20][cH:21]3)[C:25](=[O:26])[NH:27][CH2:28][CH2:29][OH:30])[cH:31][cH:32]2)[CH2:2][CH2:3]1>>[CH:1]1([CH2:4][CH2:5][O:6][c:7]2[cH:8][cH:9][c:10]([C:11](=[O:12])[NH:13][CH:14]([CH2:15][c:16]3[cH:17][cH:18][c:19]([CH:22]4[CH2:23][CH2:24]4)[cH:20][cH:21]3)[C:25](=[O:26])[NH:27][CH2:28][CH2:29][OH:30])[cH:31][cH:32]2)[CH2:2][CH2:3]1. RXN SMILES: [CH:35]([N:36]([CH2:37][CH3:38])[CH:39]([CH3:40])[CH3:41])([CH3:42])[CH3:43].[Cl:44][C:45](=[O:46])[O:47][CH2:48][CH3:49].[Cl:50][CH2:51][Cl:52].[ClH:1].[ClH:2].[NH2:3][CH2:4][c:5]1[cH:6][c:7](-[c:11]2[c:12]3[n:13]([cH:14][c:15]([CH3:17])[cH:16]2)[n:18][c:19]([NH:21][CH:22]2[CH2:23][CH2:24][N:25]([c:28]4[n:29][cH:30][n:31][c:32]([CH3:34])[cH:33]4)[CH2:26][CH2:27]2)[n:20]3)[cH:8][cH:9][cH:10]1>>[NH:3]([CH2:4][c:5]1[cH:6][c:7](-[c:11]2[c:12]3[n:13]([cH:14][c:15]([CH3:17])[cH:16]2)[n:18][c:19]([NH:21][CH:22]2[CH2:23][CH2:24][N:25]([c:28]4[n:29][cH:30][n:31][c:32]([CH3:34])[cH:33]4)[CH2:26][CH2:27]2)[n:20]3)[cH:8][cH:9][cH:10]1)[C:45](=[O:46])[O:47][CH2:48][CH3:49]. The reactants are CCN(C(C)C)C(C)C, CCOC(=O)Cl, ClCCl, Cl, Cl, Cc1cc(-c2cccc(CN)c2)c2nc(NC3CCN(c4cc(C)ncn4)CC3)nn2c1. Product: CCOC(=O)NCc1cccc(-c2cc(C)cn3nc(NC4CCN(c5cc(C)ncn5)CC4)nc23)c1. The reactants are [Cl-].[NH4+] (ammonium chloride), C(C1=CC=CC=C1)OC1=C(C=O)C=CC=C1 (2-benzyloxybenzaldehyde), COC1=CC=C(C=C1)[Mg]Br (4-methoxyphenyl-magnesium bromide). Procedure details: To a solution of 2-benzyloxybenzaldehyde (3.0 g, 14.1 mmol) in THF (50 mL), a solution of 4-methoxyphenyl-magnesium bromide in THF (1.0 M, 17.0 mL) was added dropwise in a nitrogen stream under cooling with ice. The mixture was stirred at room temperature for one hour, and then a saturated ammonium chloride aqueous solution was added thereto under cooling with ice and the mixture was extracted with ethyl acetate. The organic layer was washed with a saturated sodium chloride aqueous solution and ... Conditions: time 1 hour. The yield is 100.0%. RXN SMILES: [CH2:1]([O:8][C:9]1[CH:16]=[CH:15][CH:14]=[CH:13][C:10]=1[CH:11]=[O:12])[C:2]1[CH:7]=[CH:6][CH:5]=[CH:4][CH:3]=1.[CH3:17][O:18][C:19]1[CH:24]=[CH:23][C:22]([Mg]Br)=[CH:21][CH:20]=1.[Cl-].[NH4+]>C1COCC1>[CH2:1]([O:8][C:9]1[CH:16]=[CH:15][CH:14]=[CH:13][C:10]=1[CH:11]([C:21]1[CH:22]=[CH:23][CH:24]=[C:19]([O:18][CH3:17])[CH:20]=1)[OH:12])[C:2]1[CH:3]=[CH:4][CH:5]=[CH:6][CH:7]=1 |f:2.3|. Run in C1CCOC1 (THF), C1CCOC1 (THF). The product is C(C1=CC=CC=C1)OC1=C(C=CC=C1)C(O)C1=CC(=CC=C1)OC ((2-Benzyloxyphenyl)-(3-methoxyphenyl)-methanol). Reactants: OC(CCCl)c1ccon1, Cc1cc(O)c(C#N)cc1F. Product: Cc1cc(OC(CCCl)c2ccon2)c(C#N)cc1F. RXN SMILES: [Cl:1][CH2:2][CH2:3][CH:4]([OH:5])[c:6]1[n:7][o:8][cH:9][cH:10]1.[F:11][c:12]1[c:13]([CH3:21])[cH:14][c:15]([OH:20])[c:16]([C:17]#[N:18])[cH:19]1>>[Cl:1][CH2:2][CH2:3][CH:4]([O:5][c:15]1[cH:14][c:13]([CH3:21])[c:12]([F:11])[cH:19][c:16]1[C:17]#[N:18])[c:6]1[n:7][o:8][cH:9][cH:10]1. The reactants are SiO2, C(C)[Mg]Br (ethylmagnesium bromide), [C@@H]([C@H](C(=O)[O-])O)(C(=O)[O-])O.[Na+].[K+] (Rochelle's salt), BrC=1C=C(C=NC1)OCC#N (2-(5-bromopyridin-3-yloxy)acetonitrile). The reagents and catalysts are CC([O-])C.[Ti+4].CC([O-])C.CC([O-])C.CC([O-])C (titanium isopropoxide). The solvent is C1CCOC1 (THF), C1CCOC1 (THF), C1CCOC1 (THF). Product: BrC=1C=C(C=NC1)OCC1(CC1)N (1-((5-bromopyridin-3-yloxy)methyl)cyclopropanamine). Isolated yield 19.0%. Reaction SMILES: [Br:1][C:2]1[CH:3]=[C:4]([O:8][CH2:9][C:10]#[N:11])[CH:5]=[N:6][CH:7]=1.[CH2:12]([Mg]Br)[CH3:13].[C@H](O)(C([O-])=O)[C@@H](O)C([O-])=O.[Na+].[K+]>CC(C)[O-].[Ti+4].CC(C)[O-].CC(C)[O-].CC(C)[O-].C1COCC1>[Br:1][C:2]1[CH:3]=[C:4]([O:8][CH2:9][C:10]2([NH2:11])[CH2:13][CH2:12]2)[CH:5]=[N:6][CH:7]=1 |f:2.3.4,5.6.7.8.9|. Procedure details: A dry, 10 mL round bottom flask was charged with 2-(5-bromopyridin-3-yloxy)acetonitrile (0.0996 g, 0.47 mmol), 3 mL dry THF, and a stirbar. The flask was fitted with an inert atmosphere inlet, and swept with Ar for several minutes. The solution was treated with titanium isopropoxide (0.15 ml, 0.51 mmol). To the stirring solution was added ethylmagnesium bromide 1.0 m solution in the (0.94 ml, 0.94 mmol) via a syringe pump over 30 minutes. The reaction was stirred at room temperature for 24 h aft... Reactants: [N+](=O)(O)[O-] (nitric acid), O1CCN2C=3C1=CC=CC3C(C2=O)=O (2,3-dihydropyrrolo[1,2,3-de]-1,4-benzoxazine-5,6-dione), ice water. Run in C(C)(=O)OC(C)=O (acetic acid-acetic anhydride). Conditions: temperature 0 celsius, time 0.5 hour. Yields the product [N+](=O)([O-])C=1C=C2C=3N(CCO2)C(C(C3C1)=O)=O (8-Nitro-2,3-dihydropyrrolo[1,2,3-de]-1,4-benzoxazine-5,6-dione). The yield is 65.5%. Reaction SMILES: [O:1]1[C:6]2=[CH:7][CH:8]=[CH:9][C:10]3[C:11](=[O:14])[C:12](=[O:13])[N:4]([C:5]=32)[CH2:3][CH2:2]1.[N+:15]([O-])([OH:17])=[O:16]>C(OC(=O)C)(=O)C>[N+:15]([C:8]1[CH:7]=[C:6]2[O:1][CH2:2][CH2:3][N:4]3[C:12](=[O:13])[C:11](=[O:14])[C:10]([CH:9]=1)=[C:5]23)([O-:17])=[O:16]. Reported procedure: To a stirred solution of 2,3-dihydropyrrolo[1,2,3-de]-1,4-benzoxazine-5,6-dione (33.1 g) in acetic acid-acetic anhydride (200 ml, 1:1) under ice-cooling was added fuming nitric acid (9.4 ml) dropwise. The mixture was stirred for 0.5 hours at the same temperature (0° C.) and for an hour at room temperature. The reaction mixture was poured into ice water (500 ml) and the resultant precipitate was collected by filtration. This precipitate was washed with water and dried to give 26.9 g (65.5%) of th...